Dataset: the Open Reaction Database (ORD), a public repository of structured organic reaction records. Task: describe an organic reaction: reactants, conditions, products, and yield Reactants: C[C@@H]1CC[C@H](CC1)NC(C=CC1=CC(=C(C=C1)OCCCl)OC)=O (N-(trans-4-methylcyclohexyl)-4-(2-chloroethoxy)-3-methoxycinnamamide), S1CNCC1 (thiazolidine), [H-].[Na+] (sodium hydride). Run in C1CCOC1 (THF). The product is C[C@@H]1CC[C@H](CC1)NC(C=CC1=CC(=C(C=C1)OCCNCCS)OC)=O (N-(trans-4-methylcyclohexyl) -4-{2-[(2-mercaptoethyl)amino]ethoxy}-3-methoxycinnamamide). Yield: 21.2%. Reaction SMILES: [CH3:1][C@H:2]1[CH2:7][CH2:6][C@H:5]([NH:8][C:9](=[O:24])[CH:10]=[CH:11][C:12]2[CH:17]=[CH:16][C:15]([O:18][CH2:19][CH2:20]Cl)=[C:14]([O:22][CH3:23])[CH:13]=2)[CH2:4][CH2:3]1.[S:25]1[CH2:29][CH2:28][NH:27]C1.[H-].[Na+]>C1COCC1>[CH3:1][C@H:2]1[CH2:7][CH2:6][C@H:5]([NH:8][C:9](=[O:24])[CH:10]=[CH:11][C:12]2[CH:17]=[CH:16][C:15]([O:18][CH2:19][CH2:20][NH:27][CH2:28][CH2:29][SH:25])=[C:14]([O:22][CH3:23])[CH:13]=2)[CH2:4][CH2:3]1 |f:2.3|. Procedure: Using 1.9 g of N-(trans-4-methylcyclohexyl)-4-(2-chloroethoxy)-3-methoxycinnamamide (Example 138), 0.89 g of thiazolidine, 0.5 g of sodium hydride, and 30 ml THF, a reaction similar to that conducted in Example 180 was carried out. As a result, 0.45 g of N-(trans-4-methylcyclohexyl) -4-{2-[(2-mercaptoethyl)amino]ethoxy}-3-methoxycinnamamide (a compound of the present invention) was obtained as white crystal, which had the following physiochemical properties: The reactants are CCOC(C)=O, CN(C)C=O, Cc1cc(F)ccc1[N+](=O)[O-], [K+], [K+], O=C([O-])[O-], O=Cc1ccc(O)cc1. Product: Cc1cc(Oc2ccc(C=O)cc2)ccc1[N+](=O)[O-]. RXN SMILES: [CH2:32]([O:33][C:34](=[O:35])[CH3:36])[CH3:37].[CH3:27][N:28]([CH3:29])[CH:30]=[O:31].[F:10][c:11]1[cH:12][c:13]([CH3:20])[c:14]([N+:17](=[O:18])[O-:19])[cH:15][cH:16]1.[K+:21].[K+:22].[O-:23][C:24]([O-:25])=[O:26].[OH:1][c:2]1[cH:3][cH:4][c:5]([CH:6]=[O:7])[cH:8][cH:9]1>>[O:1]([c:2]1[cH:3][cH:4][c:5]([CH:6]=[O:7])[cH:8][cH:9]1)[c:11]1[cH:12][c:13]([CH3:20])[c:14]([N+:17](=[O:18])[O-:19])[cH:15][cH:16]1. Reactants: C(C)(C)NC(C)C (diisopropylamine), [NH4+].[Cl-] (NH4Cl), ClC(=O)OC (methyl chloroformate), C(CCC)[Li] (n-butyllithium), C1(=CC=CC=C1)C=1C2=C(C(C(C#C[Si](C)(C)C)N=CC3=CC=CC=C3)OCO2)C=CC1C1=CC=CC=C1 (3-(3,4-diphenylmethylenedioxybenzyl)-1-trimethylsilyl-N-benzylidene-3-aminoprop-1-yne). The solvent is O1CCCC1 (tetrahydrofuran), O1CCCC1 (tetrahydrofuran), O (water), O1CCCC1 (tetrahydrofuran). Reaction conditions: time 5 minute. Yields the product C(=O)(OC)C(C#C[Si](C)(C)C)(N=CC1=CC=CC=C1)C1C2=C(C(=C(C=C2)C2=CC=CC=C2)C2=CC=CC=C2)OCO1 (3-carbomethoxy-3-(3,4-diphenylmethylenedioxybenzyl)-1-trimethylsilyl-N-benzylidene-3-aminoprop-1-yne). The yield is 96.6%. RXN SMILES: C(NC(C)C)(C)C.C([Li])CCC.[C:13]1([C:19]2[C:20]3[O:40][CH2:39][O:38][CH:22]([CH:23]([N:30]=[CH:31][C:32]4[CH:37]=[CH:36][CH:35]=[CH:34][CH:33]=4)[C:24]#[C:25][Si:26]([CH3:29])([CH3:28])[CH3:27])[C:21]=3[CH:41]=[CH:42][C:43]=2[C:44]2[CH:49]=[CH:48][CH:47]=[CH:46][CH:45]=2)[CH:18]=[CH:17][CH:16]=[CH:15][CH:14]=1.Cl[C:51]([O:53][CH3:54])=[O:52].[NH4+].[Cl-]>O1CCCC1.O>[C:51]([C:23]([CH:22]1[O:38][CH2:39][O:40][C:20]2[C:19]([C:13]3[CH:14]=[CH:15][CH:16]=[CH:17][CH:18]=3)=[C:43]([C:44]3[CH:49]=[CH:48][CH:47]=[CH:46][CH:45]=3)[CH:42]=[CH:41][C:21]1=2)([N:30]=[CH:31][C:32]1[CH:33]=[CH:34][CH:35]=[CH:36][CH:37]=1)[C:24]#[C:25][Si:26]([CH3:29])([CH3:28])[CH3:27])([O:53][CH3:54])=[O:52] |f:4.5|. Procedure: To diisopropylamine (700 mg.) in 15 ml. tetrahydrofuran at -78° under N2 was added 3.8 ml. of 1.64 M n-butyllithium dropwise. After 5 minutes, 3-(3,4-diphenylmethylenedioxybenzyl)-1-trimethylsilyl-N-benzylidene-3-aminoprop-1-yne (3.378 g.; 6.74 mmol) in 15 ml. tetrahydrofuran was added dropwise (10 minutes). After an additional 5 minutes, methyl chloroformate (680 mg.) in tetrahydrofuran (10 ml.) was added dropwise (5 minutes). After 40 minutes at -78° the solution was warmed to 0° and the color... The reactants are O=C(O)Cc1ccc(Cl)c(Cl)c1, NCC1CN(Cc2ccc(Cl)c(Cl)c2)CCO1. Yields the product O=C(Cc1ccc(Cl)c(Cl)c1)NCC1CN(Cc2ccc(Cl)c(Cl)c2)CCO1. As a reaction SMILES: [Cl:18][c:19]1[cH:20][c:21]([CH2:26][C:27](=[O:28])[OH:29])[cH:22][cH:23][c:24]1[Cl:25].[Cl:1][c:2]1[cH:3][c:4]([CH2:5][N:6]2[CH2:7][CH:8]([CH2:12][NH2:13])[O:9][CH2:10][CH2:11]2)[cH:14][cH:15][c:16]1[Cl:17]>>[Cl:1][c:2]1[cH:3][c:4]([CH2:5][N:6]2[CH2:7][CH:8]([CH2:12][NH:13][C:27]([CH2:26][c:21]3[cH:20][c:19]([Cl:18])[c:24]([Cl:25])[cH:23][cH:22]3)=[O:28])[O:9][CH2:10][CH2:11]2)[cH:14][cH:15][c:16]1[Cl:17]. Reactants: Nc1c[nH]c2ncc(Br)c(F)c12, C1CCOC1, CC(=O)OC(C)=O. As a reaction SMILES: [Br:1][c:2]1[c:3]([F:12])[c:4]2[c:5]([n:6][cH:7]1)[nH:8][cH:9][c:10]2[NH2:11].[CH2:20]1[O:21][CH2:22][CH2:23][CH2:24]1.[CH3:13][C:14](=[O:15])[O:16][C:17]([CH3:18])=[O:19]>>[Br:1][c:2]1[c:3]([F:12])[c:4]2[c:5]([n:6][cH:7]1)[nH:8][cH:9][c:10]2[NH:11][C:14]([CH3:13])=[O:15]. The product is CC(=O)Nc1c[nH]c2ncc(Br)c(F)c12. Reactants: ClC1=NC(=NC2=CC=CC=C12)NC1=C(C=CC=C1)C (4-Chloro-2-(2-methylphenylamino)quinazoline), NC1=CC=CC=C1 (aniline). The product is Cl.CC1=C(C=CC=C1)NC1=NC2=CC=CC=C2C(=N1)NC1=CC=CC=C1 (2-(2-methylphenylamino)-4-phenylaminoquinazoline hydrochloride). Isolated yield 17.2%. RXN SMILES: [Cl:1][C:2]1[C:11]2[C:6](=[CH:7][CH:8]=[CH:9][CH:10]=2)[N:5]=[C:4]([NH:12][C:13]2[CH:18]=[CH:17][CH:16]=[CH:15][C:14]=2[CH3:19])[N:3]=1.[NH2:20][C:21]1[CH:26]=[CH:25][CH:24]=[CH:23][CH:22]=1>>[ClH:1].[CH3:19][C:14]1[CH:15]=[CH:16][CH:17]=[CH:18][C:13]=1[NH:12][C:4]1[N:3]=[C:2]([NH:20][C:21]2[CH:26]=[CH:25][CH:24]=[CH:23][CH:22]=2)[C:11]2[C:6](=[CH:7][CH:8]=[CH:9][CH:10]=2)[N:5]=1 |f:2.3|. Procedure details: 4-Chloro-2-(2-methylphenylamino)quinazoline (1.5 g, 0.0048 mol) was dissolved in aniline (1.5 ml, 0.016 mol) and heated at 170° for 1 hour. After cooling and evaporation of excess solvent the residue was crystallised from ethanolic hydrogen chloride to give 2-(2-methylphenylamino)-4-phenylaminoquinazoline hydrochloride (0.30 g, 17%) m.p. 239°-240°. Starting materials: Cc1ccc(S(=O)(=O)Cl)cc1, O, O=C(O)C1CCCN1. Yields the product Cc1ccc(S(=O)(=O)N2CCCC2C(=O)O)cc1. RXN SMILES: [CH3:9][c:10]1[cH:11][cH:12][c:13]([S:16](=[O:17])(=[O:18])[Cl:19])[cH:14][cH:15]1.[OH2:20].[OH:1][C:2](=[O:3])[CH:4]1[CH2:5][CH2:6][CH2:7][NH:8]1>>[OH:1][C:2](=[O:3])[CH:4]1[CH2:5][CH2:6][CH2:7][N:8]1[S:16]([c:13]1[cH:12][cH:11][c:10]([CH3:9])[cH:15][cH:14]1)(=[O:17])=[O:18].